This data is from the Open Reaction Database (ORD), a public repository of structured organic reaction records. The task is: describe an organic reaction: reactants, conditions, products, and yield Starting materials: COc1ccc(O)cc1, CC(C)C(=O)Nc1cccc(C2CCN(CCCCCC(O)c3ccc(Cl)cc3)CC2)c1. Yields the product COc1ccc(OC(CCCCCN2CCC(c3cccc(NC(=O)C(C)C)c3)CC2)c2ccc(Cl)cc2)cc1. RXN SMILES: [CH3:1][O:2][c:3]1[cH:4][cH:5][c:6]([OH:9])[cH:7][cH:8]1.[Cl:10][c:11]1[cH:12][cH:13][c:14]([CH:17]([CH2:18][CH2:19][CH2:20][CH2:21][CH2:22][N:23]2[CH2:24][CH2:25][CH:26]([c:29]3[cH:30][c:31]([NH:35][C:36]([CH:37]([CH3:38])[CH3:39])=[O:40])[cH:32][cH:33][cH:34]3)[CH2:27][CH2:28]2)[OH:41])[cH:15][cH:16]1>>[CH3:1][O:2][c:3]1[cH:4][cH:5][c:6]([O:41][CH:17]([c:14]2[cH:13][cH:12][c:11]([Cl:10])[cH:16][cH:15]2)[CH2:18][CH2:19][CH2:20][CH2:21][CH2:22][N:23]2[CH2:24][CH2:25][CH:26]([c:29]3[cH:30][c:31]([NH:35][C:36]([CH:37]([CH3:38])[CH3:39])=[O:40])[cH:32][cH:33][cH:34]3)[CH2:27][CH2:28]2)[cH:7][cH:8]1. Starting materials: CC=1C=C(C(=O)N(C2=NC3=CC=CC=C3C(=C2C#N)NCC2=CC=CC=C2)C(C2=CC(=CC=C2)C)=O)C=CC1 (3-methyl-N-(3-methylbenzoyl)-N-(4-benzylamino-3-cyanoquinolin-2-yl)benzamide), [OH-].[K+] (potassium hydroxide), C(O)([O-])=O.[Na+] (sodium hydrogen carbonate), C(C)(=O)O (acetic acid). The solvent is C(C)#N (acetonitrile). Yields the product CC=1C=C(C(=O)NC2=NC3=CC=CC=C3C(=C2C#N)NCC2=CC=CC=C2)C=CC1 (3-Methyl-N-(4-benzylamino-3-cyanoquinolin-2-yl)benzamide). Isolated yield 80.7%. RXN SMILES: [CH3:1][C:2]1[CH:3]=[C:4]([CH:37]=[CH:38][CH:39]=1)[C:5]([N:7](C(=O)C1C=CC=C(C)C=1)[C:8]1[C:17]([C:18]#[N:19])=[C:16]([NH:20][CH2:21][C:22]2[CH:27]=[CH:26][CH:25]=[CH:24][CH:23]=2)[C:15]2[C:10](=[CH:11][CH:12]=[CH:13][CH:14]=2)[N:9]=1)=[O:6].[OH-].[K+].C(O)(=O)C.C(=O)([O-])O.[Na+]>C(#N)C>[CH3:1][C:2]1[CH:3]=[C:4]([CH:37]=[CH:38][CH:39]=1)[C:5]([NH:7][C:8]1[C:17]([C:18]#[N:19])=[C:16]([NH:20][CH2:21][C:22]2[CH:23]=[CH:24][CH:25]=[CH:26][CH:27]=2)[C:15]2[C:10](=[CH:11][CH:12]=[CH:13][CH:14]=2)[N:9]=1)=[O:6] |f:1.2,4.5|. Procedure details: To the solution of 5 g of 3-methyl-N-(3-methylbenzoyl)-N-(4-benzylamino-3-cyanoquinolin-2-yl)benzamide in 80 ml of acetonitrile 20 ml of 1N methanolic potassium hydroxide solution are added. The reaction mixture is refluxed for 3 minutes, then 3 ml of glacial acetic acid is added to it, then it is neutralized with 50 ml of 1M sodium hydrogen carbonate solution and the resulting crystals are filtered off. The white crystalline material is recrystallized from 130 ml of acetonitrile to give 3.1 g o... Reactants: C1(=CC=CC=C1)CN[C@@H](CO)C ((2R)-2-[(phenylmethyl)amino]-1-propanol), C(=O)([O-])[O-].[K+].[K+] (K2CO3), [OH-].[Na+] (NaOH), ClCC(=O)Cl (chloroacetyl chloride). Solvent: C1CCOC1 (THF), O (water). Run at temperature 0 celsius, time 1 hour. The product is C[C@@H]1COCC(N1CC1=CC=CC=C1)=O ((5R)-5-Methyl-4-(phenylmethyl)-3-morpholinone). Reaction SMILES: [C:1]1([CH2:7][NH:8][C@H:9]([CH3:12])[CH2:10][OH:11])[CH:6]=[CH:5][CH:4]=[CH:3][CH:2]=1.C([O-])([O-])=O.[K+].[K+].Cl[CH2:20][C:21](Cl)=[O:22].[OH-].[Na+]>C1COCC1.O>[CH3:12][C@H:9]1[N:8]([CH2:7][C:1]2[CH:6]=[CH:5][CH:4]=[CH:3][CH:2]=2)[C:21](=[O:22])[CH2:20][O:11][CH2:10]1 |f:1.2.3,5.6|. Procedure details: To (2R)-2-[(phenylmethyl)amino]-1-propanol (8.43 g, 51 mmol) in THF (50 mL) was added a solution of K2CO3 (21.15 g, 153 mmol) in water (50 mL). To the resulting mixture at 0° C. was added slowly via syringe chloroacetyl chloride (5.7 mL, 71.4 mmol) with vigorous stirring, and the reaction mixture was stirred for 1 hour at 0° C. A 50% aqueous NaOH solution was added to adjust the pH>13, and the resulting mixture was warmed up overnight to room temperature. The solution was extracted with CH2Cl2 (... Reactants: Cl (hydrogen chloride), C1(=CC=C(C=C1)S(=O)(=O)O)C.C(C1=CC=CC=C1)C1(CCNCC1)C(=O)N1CCCC1 (4-benzyl-4-(pyrrolidin-1-ylcarbonyl)piperidine p-toluene-sulfonate), Cl.C(C1=CC=CC=C1)(=O)N1CC(CCC1)(CCCN1CCC(CC1)C(=O)N1CCCC1)C1=CC(=C(C=C1)Cl)Cl (1-Benzoyl-3-(3,4-dichlorophenyl)-3-[3-[4-(pyrrolidin-1-ylcarbonyl)piperid-1-yl]propyl]piperidine Hydrochloride), C(=O)([O-])[O-].[K+].[K+] (K2CO3). The solvent is CN(C)C=O (DMF), O (water). Reaction conditions: temperature 80 celsius. The product is O.Cl.C(C1=CC=CC=C1)(=O)N1CC(CCC1)(C1=CC(=C(C=C1)Cl)Cl)CCCN1CCC(CC1)(C(=O)N1CCCC1)CC1=CC=CC=C1.C(C1=CC=CC=C1)(=O)N1CC(CCC1)(CCCN1CCC(CC1)(CC1=CC=CC=C1)C(=O)N1CCCC1)C1=CC(=C(C=C1)Cl)Cl.Cl (1-Benzoyl-3-[3-[4-benzyl-4-(pyrrolidin-1-ylcarbonyl)piperid-1-yl]propyl]-3-(3,4-dichlorophenyl)piperidine Hydrochloride Hemihydrate). RXN SMILES: [C:1]1([CH3:11])[CH:6]=[CH:5][C:4](S(O)(=O)=[O:8])=[CH:3][CH:2]=1.[CH2:12]([C:19]1([C:25]([N:27]2[CH2:31][CH2:30][CH2:29][CH2:28]2)=[O:26])[CH2:24][CH2:23][NH:22][CH2:21][CH2:20]1)[C:13]1[CH:18]=[CH:17][CH:16]=[CH:15][CH:14]=1.[ClH:32].[C:33]([N:41]1[CH2:46][CH2:45][CH2:44][C:43]([C:63]2[CH:68]=[CH:67][C:66]([Cl:69])=[C:65]([Cl:70])[CH:64]=2)([CH2:47][CH2:48][CH2:49][N:50]2[CH2:55][CH2:54][CH:53]([C:56]([N:58]3[CH2:62][CH2:61][CH2:60][CH2:59]3)=[O:57])[CH2:52][CH2:51]2)[CH2:42]1)(=[O:40])[C:34]1[CH:39]=[CH:38][CH:37]=[CH:36][CH:35]=1.C([O-])([O-])=O.[K+].[K+].Cl>CN(C=O)C.O>[OH2:8].[ClH:69].[C:33]([N:41]1[CH2:46][CH2:45][CH2:44][C:43]([CH2:47][CH2:48][CH2:49][N:22]2[CH2:23][CH2:24][C:19]([CH2:12][C:13]3[CH:18]=[CH:17][CH:16]=[CH:15][CH:14]=3)([C:25]([N:27]3[CH2:31][CH2:30][CH2:29][CH2:28]3)=[O:26])[CH2:20][CH2:21]2)([C:63]2[CH:68]=[CH:67][C:66]([Cl:69])=[C:65]([Cl:70])[CH:64]=2)[CH2:42]1)(=[O:40])[C:34]1[CH:35]=[CH:36][CH:37]=[CH:38][CH:39]=1.[C:33]([N:41]1[CH2:46][CH2:45][CH2:44][C:43]([C:63]2[CH:68]=[CH:67][C:66]([Cl:69])=[C:65]([Cl:70])[CH:64]=2)([CH2:47][CH2:48][CH2:49][N:50]2[CH2:51][CH2:52][C:53]([C:56]([N:58]3[CH2:59][CH2:60][CH2:61][CH2:62]3)=[O:57])([CH2:11][C:1]3[CH:6]=[CH:5][CH:4]=[CH:3][CH:2]=3)[CH2:54][CH2:55]2)[CH2:42]1)(=[O:40])[C:34]1[CH:39]=[CH:38][CH:37]=[CH:36][CH:35]=1.[ClH:32] |f:0.1,2.3,4.5.6,10.11.12.13.14|. Procedure details: A mixture of 4-benzyl-4-(pyrrolidin-1-ylcarbonyl)piperidine p-toluene-sulfonate, 0.65 g of the compound obtained in step B of EXAMPLE 1 and 0.7 g of K2CO3 in 6 ml of DMF is heated at 80° C. for 3 hours. The reaction mixture is poured into iced water and the precipitate formed is filtered off and washed with water. The precipitate is dissolved in AcOEt, the organic phase is dried over MgSO4 and the solvent is evaporated off under vacuum. The residue is chromatographed on silica H using DCM and th...